This data is from the Open Reaction Database (ORD), a public repository of structured organic reaction records. The task is: describe an organic reaction: reactants, conditions, products, and yield The reactants are C(C1=CC=C(C=C1)OC)(=O)[C@@]([C@@](C(=O)O)(O)C(C1=CC=C(C=C1)OC)=O)(O)C(=O)O ((R, R)-di-p-anisoyltartaric acid), Cl (hydrochloric acid), ClC=1C=C(C=CC1Cl)C1(CNCC1)CCO (3-(3,4-dichloro-phenyl)-3-(2-hydroxy-ethyl)-pyrrolidine). Solvent: O.CO (water methanol), CO (methanol). Reaction conditions: time 20 minute. Product: C(C1=CC=C(C=C1)OC)(=O)[C@@]([C@@](C(=O)O)(O)C(C1=CC=C(C=C1)OC)=O)(O)C(=O)O.ClC=1C=C(C=CC1Cl)C1(CNCC1)CCO ((+)-3-(3,4-dichloro-phenyl)-3-(2-hydroxy-ethyl)-pyrrolidine (R, R)-di-p-anisoyltartaric acid). RXN SMILES: [C:1]([C@:11]([C:28]([OH:30])=[O:29])([OH:27])[C@:12]([C:17](=[O:26])[C:18]1[CH:23]=[CH:22][C:21]([O:24][CH3:25])=[CH:20][CH:19]=1)([OH:16])[C:13]([OH:15])=[O:14])(=[O:10])[C:2]1[CH:7]=[CH:6][C:5]([O:8][CH3:9])=[CH:4][CH:3]=1.Cl.[Cl:32][C:33]1[CH:34]=[C:35]([C:40]2([CH2:45][CH2:46][OH:47])[CH2:44][CH2:43][NH:42][CH2:41]2)[CH:36]=[CH:37][C:38]=1[Cl:39]>O.CO.CO>[C:17]([C@:12]([C:13]([OH:15])=[O:14])([OH:16])[C@:11]([C:1](=[O:10])[C:2]1[CH:7]=[CH:6][C:5]([O:8][CH3:9])=[CH:4][CH:3]=1)([OH:27])[C:28]([OH:30])=[O:29])(=[O:26])[C:18]1[CH:23]=[CH:22][C:21]([O:24][CH3:25])=[CH:20][CH:19]=1.[Cl:32][C:33]1[CH:34]=[C:35]([C:40]2([CH2:45][CH2:46][OH:47])[CH2:44][CH2:43][NH:42][CH2:41]2)[CH:36]=[CH:37][C:38]=1[Cl:39] |f:3.4,6.7|. Reported procedure: Combine (R, R)-di-p-anisoyltartaric acid (354.1 g, 846 mmol) and aqueous 12M hydrochloric acid solution (70.5 mL, 846 mmol) in water/methanol (4.4 L)/(4.4 L). Heat to reflux. Add dropwise over 45 minutes, a solution of 3-(3,4-dichloro-phenyl)-3-(2-hydroxy-ethyl)-pyrrolidine (440 g, 1693 mmol) in methanol (3 L). After 20 minutes, slowly cool to ambient temperature. Filter the solid that forms and rinse with water to give the title compound: mp; 201°-204° C. (dec). Analysis by HPLC, as described i...